From a dataset of the Open Reaction Database (ORD), a public repository of structured organic reaction records. describe an organic reaction: reactants, conditions, products, and yield Reactants: FC(OC1=C(C=CC=C1)CC#N)(F)F (2-trifluoromethoxyphenylacetonitrile), Cl (HCl), C(C)(=O)O (acetic acid). Product: FC(OC1=C(C=CC=C1)CC(=O)O)(F)F (2-trifluoromethoxyphenylacetic acid). Reaction SMILES: [F:1][C:2]([F:14])([F:13])[O:3][C:4]1[CH:9]=[CH:8][CH:7]=[CH:6][C:5]=1CC#N.Cl.[C:16]([OH:19])(=[O:18])[CH3:17]>>[F:1][C:2]([F:13])([F:14])[O:3][C:4]1[CH:9]=[CH:8][CH:7]=[CH:6][C:5]=1[CH2:17][C:16]([OH:19])=[O:18]. Procedure details: 2-Trifluoromethoxyphenylacetonitrile (0.49 g, 2.6 mmol) from Step 3 above was refluxed for 3 h in a 1:1 mixture of acetic acid and concentrated aqueous HCl. The solvents were removed under reduced pressure. The residue was partitioned between EtOAc (75 mL) and water (2×25 mL). The organic phase was separated, dried (MgSO4), filtered, and evaporated under reduced pressure to give 2-trifluoromethoxyphenylacetic acid as an amorphous solid (HPLC retention time=6.8 min (method A)). The reactants are ClC=1C=C(C=NC1OCC1CC1)C(C)=O (1-(5-chloro-6-(cyclopropylmethoxy)pyridin-3-yl)ethanone), CC(C)(C)[S@@](=O)N ((R)-2-methylpropane-2-sulfinamide), Amine-1. Yields the product ClC=1C=C(C=NC1OCC1CC1)C(C)N[S@](=O)C(C)(C)C ((R)—N-(1-(5-chloro-6-(cyclopropylmethoxy)pyridin-3-yl)ethyl)-2-methylpropane-2-sulfinamide). Isolated yield 90.0%. RXN SMILES: [Cl:1][C:2]1[CH:3]=[C:4]([C:13](=O)[CH3:14])[CH:5]=[N:6][C:7]=1[O:8][CH2:9][CH:10]1[CH2:12][CH2:11]1.[CH3:16][C:17]([S@:20]([NH2:22])=[O:21])([CH3:19])[CH3:18]>>[Cl:1][C:2]1[CH:3]=[C:4]([CH:13]([NH:22][S@@:20]([C:17]([CH3:19])([CH3:18])[CH3:16])=[O:21])[CH3:14])[CH:5]=[N:6][C:7]=1[O:8][CH2:9][CH:10]1[CH2:12][CH2:11]1. Procedure details: The title compound is prepared in 90% yield (1.22 g, colorless oil) from 1-(5-chloro-6-(cyclopropylmethoxy)pyridin-3-yl)ethanone (923 mg, 4.09 mmol, Step-3) and (R)-2-methylpropane-2-sulfinamide (744 mg, 6.14 mmol) in a similar manner to Step-4 of Amine-1. Procedure: 0.01 ml of pyridine-2-carboxaldehyde was added to a nitrobenzene (0.3 ml) solution of 30 mg of 4,5-bis(pyridin-3-yloxy)-benzene-1,2-diamine at 120° C., and the reaction liquid was stirred at the same temperature for 2 hours. The reaction mixture was purified through reversed-phase middle-pressure liquid chromatography [ODS-AS-360-CC (by YMC), mobile phase: water-acetonitrile-0.1% trifluoroacetic acid]. The solvent of the resulting fraction was evaporated away under reduced pressure, and this was... Reaction SMILES: [N:1]1[CH:6]=[CH:5][CH:4]=[CH:3][C:2]=1[CH:7]=O.[N+](C1C=CC=CC=1)([O-])=O.[N:18]1[CH:23]=[CH:22][CH:21]=[C:20]([O:24][C:25]2[CH:26]=[C:27]([NH2:39])[C:28]([NH2:38])=[CH:29][C:30]=2[O:31][C:32]2[CH:33]=[N:34][CH:35]=[CH:36][CH:37]=2)[CH:19]=1>>[N:1]1[CH:6]=[CH:5][CH:4]=[CH:3][C:2]=1[C:7]1[NH:39][C:27]2[CH:26]=[C:25]([O:24][C:20]3[CH:19]=[N:18][CH:23]=[CH:22][CH:21]=3)[C:30]([O:31][C:32]3[CH:33]=[N:34][CH:35]=[CH:36][CH:37]=3)=[CH:29][C:28]=2[N:38]=1. The reactants are N1=C(C=CC=C1)C=O (pyridine-2-carboxaldehyde), [N+](=O)([O-])C1=CC=CC=C1 (nitrobenzene), N1=CC(=CC=C1)OC=1C=C(C(=CC1OC=1C=NC=CC1)N)N (4,5-bis(pyridin-3-yloxy)-benzene-1,2-diamine). Yields the product N1=C(C=CC=C1)C1=NC2=C(N1)C=C(C(=C2)OC=2C=NC=CC2)OC=2C=NC=CC2 (2-pyridin-2-yl-5,6-bis(pyridin-3-yloxy)-1H-benzimidazole). Conditions: time 2 hour.